This data is from the Open Reaction Database (ORD), a public repository of structured organic reaction records. The task is: describe an organic reaction: reactants, conditions, products, and yield Reported procedure: Prepared according to Procedure M using 5,7-difluoro-3-methyl-N-(5-morpholinopyridin-3-yl)-2-(piperazin-1-yl)quinolin-4-amine (50 mg, 0.11 mmol) and ethylsulfonyl chloride to give 2-(4-(ethylsulfonyl)piperazin-1-yl)-5,7-difluoro-3-methyl-N-(5-morpholinopyridin-3-yl)quinolin-4-amine. 1H NMR (DMSO-d6) δ ppm 1.15 (t, J=7.2 Hz, 3H), 2.08 (s, 3H), 3.05-3.11 (br s, 4H), 3.13 (q, J=7.2 Hz, 2H), 3.33 (br s, 8H), 3.69 (m, 4H), 6.51 (br s, 1H), 7.10-7.15 (m, 1H), 7.28-7.31 (m, 1H), 7.46 (s, 1H), 7.74 (s, ... The reactants are FC1=C2C(=C(C(=NC2=CC(=C1)F)N1CCNCC1)C)NC=1C=NC=C(C1)N1CCOCC1 (5,7-difluoro-3-methyl-N-(5-morpholinopyridin-3-yl)-2-(piperazin-1-yl)quinolin-4-amine), C(C)S(=O)(=O)Cl (ethylsulfonyl chloride). As a reaction SMILES: [F:1][C:2]1[CH:11]=[C:10]([F:12])[CH:9]=[C:8]2[C:3]=1[C:4]([NH:20][C:21]1[CH:22]=[N:23][CH:24]=[C:25]([N:27]3[CH2:32][CH2:31][O:30][CH2:29][CH2:28]3)[CH:26]=1)=[C:5]([CH3:19])[C:6]([N:13]1[CH2:18][CH2:17][NH:16][CH2:15][CH2:14]1)=[N:7]2.[CH2:33]([S:35](Cl)(=[O:37])=[O:36])[CH3:34]>>[CH2:33]([S:35]([N:16]1[CH2:15][CH2:14][N:13]([C:6]2[C:5]([CH3:19])=[C:4]([NH:20][C:21]3[CH:22]=[N:23][CH:24]=[C:25]([N:27]4[CH2:32][CH2:31][O:30][CH2:29][CH2:28]4)[CH:26]=3)[C:3]3[C:8](=[CH:9][C:10]([F:12])=[CH:11][C:2]=3[F:1])[N:7]=2)[CH2:18][CH2:17]1)(=[O:37])=[O:36])[CH3:34]. Yields the product C(C)S(=O)(=O)N1CCN(CC1)C1=NC2=CC(=CC(=C2C(=C1C)NC=1C=NC=C(C1)N1CCOCC1)F)F (2-(4-(ethylsulfonyl)piperazin-1-yl)-5,7-difluoro-3-methyl-N-(5-morpholinopyridin-3-yl)quinolin-4-amine). The reactants are O=C1N(c2cc(Cl)cc(Cl)c2)C(=O)C2(Cc3ccc(Br)cc3)CNCCN12, C1CCOC1, CC(=O)Cl, CCOC(C)=O, CCN(C(C)C)C(C)C. Yields the product CC(=O)N1CCN2C(=O)N(c3cc(Cl)cc(Cl)c3)C(=O)C2(Cc2ccc(Br)cc2)C1. As a reaction SMILES: [Br:1][c:2]1[cH:3][cH:4][c:5]([CH2:6][C:7]23[CH2:8][NH:9][CH2:10][CH2:11][N:12]2[C:13](=[O:25])[N:14]([c:17]2[cH:18][c:19]([Cl:24])[cH:20][c:21]([Cl:23])[cH:22]2)[C:15]3=[O:16])[cH:26][cH:27]1.[CH2:32]1[O:33][CH2:34][CH2:35][CH2:36]1.[CH3:28][C:29]([Cl:30])=[O:31].[CH3:46][CH2:47][O:48][C:49]([CH3:50])=[O:51].[CH:37]([N:38]([CH2:39][CH3:40])[CH:41]([CH3:42])[CH3:43])([CH3:44])[CH3:45]>>[Br:1][c:2]1[cH:3][cH:4][c:5]([CH2:6][C:7]23[CH2:8][N:9]([C:29]([CH3:28])=[O:31])[CH2:10][CH2:11][N:12]2[C:13](=[O:25])[N:14]([c:17]2[cH:18][c:19]([Cl:24])[cH:20][c:21]([Cl:23])[cH:22]2)[C:15]3=[O:16])[cH:26][cH:27]1.